From a dataset of the Open Reaction Database (ORD), a public repository of structured organic reaction records. describe an organic reaction: reactants, conditions, products, and yield Starting materials: Cc1nccc(Cl)n1, CC(c1ccc(B2OC(C)(C)C(C)(C)O2)cc1)N1CCC(CC(C)(C)O)(c2ccccc2)OC1=O. Product: Cc1nccc(-c2ccc(C(C)N3CCC(CC(C)(C)O)(c4ccccc4)OC3=O)cc2)n1. RXN SMILES: [Cl:36][c:37]1[n:38][c:39]([CH3:43])[n:40][cH:41][cH:42]1.[OH:1][C:2]([CH2:3][C:4]1([c:28]2[cH:29][cH:30][cH:31][cH:32][cH:33]2)[CH2:5][CH2:6][N:7]([CH:11]([CH3:12])[c:13]2[cH:14][cH:15][c:16]([B:19]3[O:20][C:21]([CH3:22])([CH3:23])[C:24]([CH3:25])([CH3:26])[O:27]3)[cH:17][cH:18]2)[C:8](=[O:10])[O:9]1)([CH3:34])[CH3:35]>>[OH:1][C:2]([CH2:3][C:4]1([c:28]2[cH:29][cH:30][cH:31][cH:32][cH:33]2)[CH2:5][CH2:6][N:7]([CH:11]([CH3:12])[c:13]2[cH:14][cH:15][c:16](-[c:37]3[n:38][c:39]([CH3:43])[n:40][cH:41][cH:42]3)[cH:17][cH:18]2)[C:8](=[O:10])[O:9]1)([CH3:34])[CH3:35]. Reactants: O=C(Cl)CCc1ccccc1, ClCCl, Nc1cc(F)ccc1CO. The product is O=C(CCc1ccccc1)Nc1cc(F)ccc1CO. As a reaction SMILES: [C:11]([CH2:12][CH2:13][c:14]1[cH:15][cH:16][cH:17][cH:18][cH:19]1)(=[O:20])[Cl:21].[CH2:22]([Cl:23])[Cl:24].[NH2:1][c:2]1[c:3]([CH2:4][OH:5])[cH:6][cH:7][c:8]([F:10])[cH:9]1>>[NH:1]([c:2]1[c:3]([CH2:4][OH:5])[cH:6][cH:7][c:8]([F:10])[cH:9]1)[C:11]([CH2:12][CH2:13][c:14]1[cH:15][cH:16][cH:17][cH:18][cH:19]1)=[O:20]. Starting materials: COC1CCN(C(=O)OC(C)(C)C)C1, CCO, O, Cc1ccc(S(=O)(=O)O)cc1. Yields the product COC1CCNC1, Cc1ccc(S(=O)(=O)O)cc1. Reaction SMILES: [CH3:13][O:14][CH:15]1[CH2:16][N:17]([C:20]([O:21][C:22]([CH3:23])([CH3:24])[CH3:25])=[O:26])[CH2:18][CH2:19]1.[CH3:27][CH2:28][OH:29].[OH2:1].[c:2]1([CH3:12])[cH:3][cH:4][c:5]([S:8](=[O:9])(=[O:10])[OH:11])[cH:6][cH:7]1>>[CH3:13][O:14][CH:15]1[CH2:16][NH:17][CH2:18][CH2:19]1.[c:2]1([CH3:12])[cH:3][cH:4][c:5]([S:8](=[O:9])(=[O:10])[OH:11])[cH:6][cH:7]1. Starting materials: BrCCC(C)C (1-bromo-3-methylbutane), O[Li].O (LiOH.H2O), resultant solution, NC1=C(C=C(C=C1)O)[N+](=O)[O-] (4-amino-3-nitrophenol), BrCCC(C)C (1-bromo-3-methylbutane), O[Li].O (LiOH.H2O). Solvent: CCO (EtOH). The product is CC(CCOC1=CC(=C(N)C=C1)[N+](=O)[O-])C (4-(3-Methylbutoxy)-2-nitroaniline). The yield is 91.0%. As a reaction SMILES: [NH2:1][C:2]1[CH:7]=[CH:6][C:5]([OH:8])=[CH:4][C:3]=1[N+:9]([O-:11])=[O:10].Br[CH2:13][CH2:14][CH:15]([CH3:17])[CH3:16].O[Li].O>CCO>[CH3:16][CH:15]([CH3:17])[CH2:14][CH2:13][O:8][C:5]1[CH:6]=[CH:7][C:2]([NH2:1])=[C:3]([N+:9]([O-:11])=[O:10])[CH:4]=1 |f:2.3|. Procedure details: A 500 mL 3-neck flask fitted with a stir-bar, condenser, and an Ar inlet was charged with 4-amino-3-nitrophenol (12.0 g, 77.9 mmol), 1-bromo-3-methylbutane (14.7 g, 97.3 mmol), LiOH.H2O (6.55 g, 156 mmol), and EtOH (120 mL). The resultant solution was heated at reflux overnight. Another 3 mL of 1-bromo-3-methylbutane and 1 g of LiOH.H2O were added, and the mixture was heated at reflux overnight again. The solution was cooled and partitioned with EtOAc (250 mL) and H2O (200 mL). The organic phase...